This data is from the Open Reaction Database (ORD), a public repository of structured organic reaction records. The task is: describe an organic reaction: reactants, conditions, products, and yield The reactants are BrC(Br)(Br)Br, ClCCl, O=CCOc1cc(Cl)c(OCc2ccccc2Cl)c(Cl)c1, [Zn], c1ccc(P(c2ccccc2)c2ccccc2)cc1. Product: Clc1ccccc1COc1c(Cl)cc(OCC=C(Br)Br)cc1Cl. RXN SMILES: [C:20]([Br:21])([Br:22])([Br:23])[Br:24].[CH2:46]([Cl:47])[Cl:48].[Cl:25][c:26]1[c:27]([CH2:28][O:29][c:30]2[c:31]([Cl:41])[cH:32][c:33]([O:34][CH2:35][CH:36]=[O:37])[cH:38][c:39]2[Cl:40])[cH:42][cH:43][cH:44][cH:45]1.[Zn:49].[c:1]1([P:2]([c:3]2[cH:4][cH:5][cH:6][cH:7][cH:8]2)[c:9]2[cH:10][cH:11][cH:12][cH:13][cH:14]2)[cH:15][cH:16][cH:17][cH:18][cH:19]1>>[C:20]([Br:21])([Br:24])=[CH:36][CH2:35][O:34][c:33]1[cH:32][c:31]([Cl:41])[c:30]([O:29][CH2:28][c:27]2[c:26]([Cl:25])[cH:45][cH:44][cH:43][cH:42]2)[c:39]([Cl:40])[cH:38]1.